This data is from the Open Reaction Database (ORD), a public repository of structured organic reaction records. The task is: describe an organic reaction: reactants, conditions, products, and yield The reactants are FC(S(=O)(=O)OC1=C(C=NC2=C(C=CC=C12)C(F)(F)F)C(C1=CC=CC=C1)=O)(F)F (3-benzoyl-8-(trifluoromethyl)quinolin-4-yl trifluoromethanesulfonate), COC1=CC=C(C=C1)B(O)O (4-methoxyphenylboronic acid), [O-]P(=O)([O-])[O-].[K+].[K+].[K+] (K3PO4). The solvent is O1CCOCC1 (dioxane). Yields the product COC1=CC=C(C=C1)C1=C(C=NC2=C(C=CC=C12)C(F)(F)F)C(=O)C1=CC=CC=C1 (4-(4-methoxyphenyl)-8-(trifluoromethyl)quinolin-3-yl(phenyl) methanone). Isolated yield 81.0%. RXN SMILES: FC(F)(F)S(O[C:7]1[C:16]2[C:11](=[C:12]([C:17]([F:20])([F:19])[F:18])[CH:13]=[CH:14][CH:15]=2)[N:10]=[CH:9][C:8]=1[C:21](=[O:28])[C:22]1[CH:27]=[CH:26][CH:25]=[CH:24][CH:23]=1)(=O)=O.[CH3:31][O:32][C:33]1[CH:38]=[CH:37][C:36](B(O)O)=[CH:35][CH:34]=1.[O-]P([O-])([O-])=O.[K+].[K+].[K+]>O1CCOCC1>[CH3:31][O:32][C:33]1[CH:38]=[CH:37][C:36]([C:7]2[C:16]3[C:11](=[C:12]([C:17]([F:18])([F:19])[F:20])[CH:13]=[CH:14][CH:15]=3)[N:10]=[CH:9][C:8]=2[C:21]([C:22]2[CH:27]=[CH:26][CH:25]=[CH:24][CH:23]=2)=[O:28])=[CH:35][CH:34]=1 |f:2.3.4.5|. Procedure: A solution of 3-benzoyl-8-(trifluoromethyl)quinolin-4-yl trifluoromethanesulfonate (1.8 g, 4 mmol), 4-methoxyphenylboronic acid(1.0 g, 6.5 mmol), and K3PO4(3.0 g) in dioxane (50 ml) was heated to reflux. After, 4 hr, the reaction was cooled, filtered, concentrated to give an oil which was purified by column chromatography (eluent 10% EtOAc/Hex) to give a white solid (1.3 g Yield=81%); MS (ESI) m/z 408 ([M+H]+; The reactants are FC(C(=O)O)(F)F (trifluoroacetic acid), C([O-])(O)=O.[Na+] (sodium bicarbonate), NN (hydrazine), FCC=1C=C(C=CC1)N(N)CC(=O)OC (Methyl [1-[3-(Fluoromethyl)phenyl]hydrazino]acetate), [O-]C#N.[Na+] (Sodium cyanate). The solvent is C1(=CC=CC=C1)C (toluene). Reaction conditions: time 2.25 hour. The product is FCC=1C=C(C=CC1)N1NC(NC(C1)=O)=O (Dihydro-1-[3-(monofluoromethyl)phenyl]-1,2,4-triazine-3,5-(2H,4H)-dione). Yield: 78.0%. RXN SMILES: NN.[F:3][CH2:4][C:5]1[CH:6]=[C:7]([N:11]([CH2:13][C:14]([O:16]C)=O)[NH2:12])[CH:8]=[CH:9][CH:10]=1.[O-:18][C:19]#[N:20].[Na+].FC(F)(F)C(O)=O.C(=O)(O)[O-].[Na+]>C1(C)C=CC=CC=1>[F:3][CH2:4][C:5]1[CH:6]=[C:7]([N:11]2[CH2:13][C:14](=[O:16])[NH:20][C:19](=[O:18])[NH:12]2)[CH:8]=[CH:9][CH:10]=1 |f:2.3,5.6|. Procedure: The hydrazine (Intermediate 55, 1.5 g, 7.1 mmol) was dissolved in dry toluene (30 ml) under nitrogen at room temperature. Sodium cyanate (1.6 g, 24.6 mmol) was added followed by trifluoroacetic acid (1.7 ml, 22,1 mmol). The reaction was stirred for 2.25 h after which the reaction was poured into saturated sodium bicarbonate solution (100 ml) and extracted with ethyl acetate (4×(100 ml). The combined extracts were dried (Na2SO4) and concentrated in vacuo to give a white solid. The crude material ... Starting materials: FC1=CC=C(C=C1)C1CCC(CC1)=O (4-(4-Fluorophenyl)cyclohexanone), FC1=C(CC2CCNCC2)C=C(C=C1)F (4-(2,5-difluorobenzyl)piperidine). The product is FC1=CC=C(C=C1)[C@@H]1CC[C@H](CC1)N1CCC(CC1)CC1=C(C=CC(=C1)F)F (Trans 1-[4-(4-fluorophenyl)-1-cyclohexyl]-4-[(2,5-difluorophenyl)methyl]piperidine). Isolated yield 36.0%. As a reaction SMILES: [F:1][C:2]1[CH:7]=[CH:6][C:5]([CH:8]2[CH2:13][CH2:12][C:11](=O)[CH2:10][CH2:9]2)=[CH:4][CH:3]=1.[F:15][C:16]1[CH:28]=[CH:27][C:26]([F:29])=[CH:25][C:17]=1[CH2:18][CH:19]1[CH2:24][CH2:23][NH:22][CH2:21][CH2:20]1>>[F:1][C:2]1[CH:7]=[CH:6][C:5]([C@H:8]2[CH2:13][CH2:12][C@H:11]([N:22]3[CH2:21][CH2:20][CH:19]([CH2:18][C:17]4[CH:25]=[C:26]([F:29])[CH:27]=[CH:28][C:16]=4[F:15])[CH2:24][CH2:23]3)[CH2:10][CH2:9]2)=[CH:4][CH:3]=1. Reported procedure: 4-(4-Fluorophenyl)cyclohexanone and 4-(2,5-difluorobenzyl)piperidine were reacted as described in example 9 to give the product (36%, mp: 80°-81° C.). Calc'd for C24H28F3N: C, 74.40%; H, 7.29%; N, 3.18%. Found: C, 74.25%; H, 7.29%; N, 3.56%. Starting materials: [Al+3], CC1=C(CC=O)C2(C)CCCC(C)(C)C2=CC1, CCOCC, [H-], [H-], [H-], [H-], [Li+], [Na+], [OH-], O. The product is CC1=C(CCO)C2(C)CCCC(C)(C)C2=CC1. RXN SMILES: [Al+3:19].[CH3:1][C:2]1=[C:3]([CH2:15][CH:16]=[O:17])[C:4]2([CH3:14])[CH2:5][CH2:6][CH2:7][C:8]([CH3:12])([CH3:13])[C:9]2=[CH:10][CH2:11]1.[CH3:27][CH2:28][O:29][CH2:30][CH3:31].[H-:18].[H-:21].[H-:22].[H-:23].[Li+:20].[Na+:26].[OH-:25].[OH2:24]>>[CH3:1][C:2]1=[C:3]([CH2:15][CH2:16][OH:17])[C:4]2([CH3:14])[CH2:5][CH2:6][CH2:7][C:8]([CH3:12])([CH3:13])[C:9]2=[CH:10][CH2:11]1. Starting materials: CCOC(=O)C1=C(S(=O)(=O)O)COCC1, O=S(Cl)Cl. Yields the product CCOC(=O)C1=C(S(=O)(=O)Cl)COCC1. Reaction SMILES: [CH2:1]([CH3:2])[O:3][C:4](=[O:5])[C:6]1=[C:7]([S:12](=[O:13])(=[O:14])[OH:15])[CH2:8][O:9][CH2:10][CH2:11]1.[S:16]([Cl:17])([Cl:18])=[O:19]>>[CH2:1]([CH3:2])[O:3][C:4](=[O:5])[C:6]1=[C:7]([S:12](=[O:13])(=[O:15])[Cl:18])[CH2:8][O:9][CH2:10][CH2:11]1. Starting materials: CO, COCCCC=C(c1cccc(F)c1-c1cccc(C)c1)C1CN(C(=O)OC(C)(C)C)CCO1, [H][H]. Yields the product COCCCCC(c1cccc(F)c1-c1cccc(C)c1)C1CN(C(=O)OC(C)(C)C)CCO1. Reaction SMILES: [CH3:35][OH:36].[F:1][c:2]1[cH:3][cH:4][cH:5][c:6]([C:15](=[CH:16][CH2:17][CH2:18][CH2:19][O:20][CH3:21])[CH:22]2[O:23][CH2:24][CH2:25][N:26]([C:28](=[O:29])[O:30][C:31]([CH3:32])([CH3:33])[CH3:34])[CH2:27]2)[c:7]1-[c:8]1[cH:9][c:10]([CH3:14])[cH:11][cH:12][cH:13]1.[H:37][H:38]>>[F:1][c:2]1[cH:3][cH:4][cH:5][c:6]([CH:15]([CH2:16][CH2:17][CH2:18][CH2:19][O:20][CH3:21])[CH:22]2[O:23][CH2:24][CH2:25][N:26]([C:28](=[O:29])[O:30][C:31]([CH3:32])([CH3:33])[CH3:34])[CH2:27]2)[c:7]1-[c:8]1[cH:9][c:10]([CH3:14])[cH:11][cH:12][cH:13]1. Starting materials: iii, N1(CCC(CC1)OC(C1=CC=CC=C1)=O)C1CCNCC1 (benzoic acid [1,4′]bipiperidinyl-4-yl ester), BrC1=CC(=C(C(=O)O)C(=C1)C)C (4-bromo-2,6-dimethyl-benzoic acid), acid chloride. Yields the product BrC1=CC(=C(C(=O)N2CCC(CC2)N2CCC(CC2)OC(C2=CC=CC=C2)=O)C(=C1)C)C (benzoic acid 1′-(4-bromo-2,6-dimethyl-benzoyl)-[1,4′]bipiperidinyl-4-yl ester). As a reaction SMILES: [Br:1][C:2]1[CH:10]=[C:9]([CH3:11])[C:5]([C:6]([OH:8])=O)=[C:4]([CH3:12])[CH:3]=1.[N:13]1([CH:28]2[CH2:33][CH2:32][NH:31][CH2:30][CH2:29]2)[CH2:18][CH2:17][CH:16]([O:19][C:20](=[O:27])[C:21]2[CH:26]=[CH:25][CH:24]=[CH:23][CH:22]=2)[CH2:15][CH2:14]1>>[Br:1][C:2]1[CH:3]=[C:4]([CH3:12])[C:5]([C:6]([N:31]2[CH2:32][CH2:33][CH:28]([N:13]3[CH2:14][CH2:15][CH:16]([O:19][C:20](=[O:27])[C:21]4[CH:26]=[CH:25][CH:24]=[CH:23][CH:22]=4)[CH2:17][CH2:18]3)[CH2:29][CH2:30]2)=[O:8])=[C:9]([CH3:11])[CH:10]=1. Procedure details: In analogy to the procedures described for intermediates 3B, 3C, 1, 4B and for example 1, the title compound has been prepared by the following reaction sequence: i) 4-hydroxy-[1,4′]bipiperidinyl-1′-carboxylic acid tert-butyl ester [Lawrence, L.; Rigby, A.; Sanganee, H.; Springthorpe, B. PCT Int. Appl. (2001), WO 2001077101 A1] was reacted with benzoyl chloride to give 4-benzoyloxy-[1,4′]bipiperidinyl-1′-carboxylic acid tert-butyl ester; ii) 4-benzoyloxy-[1,4′]bipiperidinyl-1′-carboxylic acid te... Starting materials: C(C)OC(=O)C=1C=NN(C1C)C=1C=NC(=CC1)Cl (1-(6-chloropyridin-3-yl)-5-methyl-1H-pyrazole-4-carboxylic acid ethyl ester), C1(CC1)B(O)O (cyclopropylboronic acid), P(=O)([O-])([O-])[O-].[K+].[K+].[K+] (tripotassium phosphate), ice water, [Cl-].[NH4+] (ammonium chloride). The reagents and catalysts are C(C)(=O)[O-].[Pd+2].C(C)(=O)[O-] (palladium acetate), C1(CCCCC1)P(C1=C(C=CC=C1)C1=C(C=CC=C1OC)OC)C1CCCCC1 (2-dicyclohexylphosphino-2′,6′-dimethoxybiphenyl). Run in O1CCOCC1 (1,4-dioxane). Yields the product C(C)OC(=O)C=1C=NN(C1C)C=1C=NC(=CC1)C1CC1 (1-(6-cyclopropylpyridin-3-yl)-5-methyl-1H-pyrazole-4-carboxylic acid ethyl ester). Isolated yield 55.8%. Reaction SMILES: [CH2:1]([O:3][C:4]([C:6]1[CH:7]=[N:8][N:9]([C:12]2[CH:13]=[N:14][C:15](Cl)=[CH:16][CH:17]=2)[C:10]=1[CH3:11])=[O:5])[CH3:2].[CH:19]1(B(O)O)[CH2:21][CH2:20]1.P([O-])([O-])([O-])=O.[K+].[K+].[K+].[Cl-].[NH4+]>O1CCOCC1.C([O-])(=O)C.[Pd+2].C([O-])(=O)C.C1(P(C2CCCCC2)C2C=CC=CC=2C2C(OC)=CC=CC=2OC)CCCCC1>[CH2:1]([O:3][C:4]([C:6]1[CH:7]=[N:8][N:9]([C:12]2[CH:13]=[N:14][C:15]([CH:19]3[CH2:21][CH2:20]3)=[CH:16][CH:17]=2)[C:10]=1[CH3:11])=[O:5])[CH3:2] |f:2.3.4.5,6.7,9.10.11|. Procedure: A suspension of 1-(6-chloropyridin-3-yl)-5-methyl-1H-pyrazole-4-carboxylic acid ethyl ester (1.6 g), cyclopropylboronic acid (776 mg), 2-dicyclohexylphosphino-2′,6′-dimethoxybiphenyl (124 mg), palladium acetate (67.6 mg) and tripotassium phosphate (3.83 g) in 1,4-dioxane (13 ml) was stirred under reflux. After completion of the reaction, the mixture was allowed to cool, ice water and a saturated aqueous solution of ammonium chloride were added thereto, and extracted with chloroform. The organic ...